Dataset: the Open Reaction Database (ORD), a public repository of structured organic reaction records. Task: describe an organic reaction: reactants, conditions, products, and yield Run at temperature 60 celsius, time 8 hour. Reactants: CC1=C(C(=C(C=C1C(=O)O)C(=O)O)C)O (dimethyl-5-hydroxyisophthalic acid), C([O-])([O-])=O.[K+].[K+] (potassium carbonate), [I-].[K+] (potassium iodide), BrCCCCCCCCCCCCCCCC (Bromohexadecane), solid, CN(C)C=O (N,N′-dimethylformamide). RXN SMILES: C[C:2]1[C:7]([C:8]([OH:10])=[O:9])=[CH:6][C:5]([C:11](O)=[O:12])=[C:4](C)[C:3]=1[OH:15].[C:16](=O)([O-])[O-].[K+].[K+].[I-].[K+].Br[CH2:25][CH2:26][CH2:27][CH2:28][CH2:29][CH2:30][CH2:31][CH2:32][CH2:33][CH2:34][CH2:35][CH2:36][CH2:37][CH2:38][CH2:39][CH3:40].CN([CH:44]=[O:45])C>>[CH2:25]([O:15][C:3]1[CH:4]=[C:5]([C:11]([O:45][CH3:44])=[O:12])[CH:6]=[C:7]([CH:2]=1)[C:8]([O:10][CH3:16])=[O:9])[CH2:26][CH2:27][CH2:28][CH2:29][CH2:30][CH2:31][CH2:32][CH2:33][CH2:34][CH2:35][CH2:36][CH2:37][CH2:38][CH2:39][CH3:40] |f:1.2.3,4.5|. Product: C(CCCCCCCCCCCCCCC)OC=1C=C(C=C(C(=O)OC)C1)C(=O)OC (dimethyl 5-(hexadecyloxy)isophthalate). Procedure: A 100 mL round bottom flask is charged with dimethyl-5-hydroxyisophthalic acid (0.2584 g, 1.23 mmol), potassium carbonate (0.356 g, 2.58 mmol), and potassium iodide (0.2018 g, 1.22 mmol) under an inert atmosphere. Anhydrous N,N′-dimethylformamide (10 mL) is added and the mixture is heated to 60° C. for 2 h. Bromohexadecane (0.376 mL, 1.23 mmol) is then added and the reaction is stirred overnight. After cooling to room temperature the reaction is concentrated by rotary evaporation. The crude soli... Reactants: [Br-], [Li]CCCC, C[P+](c1ccccc1)(c1ccccc1)c1ccccc1, CCCCCC, CC(=O)c1cccc(CN(CC=CC#CC(C)(C)C)C2CC2)c1. Yields the product C=C(C)c1cccc(CN(CC=CC#CC(C)(C)C)C2CC2)c1. RXN SMILES: [Br-:35].[CH2:1]([Li:2])[CH2:3][CH2:4][CH3:5].[CH3:36][P+:37]([c:38]1[cH:39][cH:40][cH:41][cH:42][cH:43]1)([c:44]1[cH:45][cH:46][cH:47][cH:48][cH:49]1)[c:50]1[cH:51][cH:52][cH:53][cH:54][cH:55]1.[CH3:6][CH2:7][CH2:8][CH2:9][CH2:10][CH3:11].[CH:12]1([N:15]([CH2:16][CH:17]=[CH:18][C:19]#[C:20][C:21]([CH3:22])([CH3:23])[CH3:24])[CH2:25][c:26]2[cH:27][c:28]([C:32]([CH3:33])=[O:34])[cH:29][cH:30][cH:31]2)[CH2:13][CH2:14]1>>[CH2:1]=[C:32]([c:28]1[cH:27][c:26]([CH2:25][N:15]([CH:12]2[CH2:13][CH2:14]2)[CH2:16][CH:17]=[CH:18][C:19]#[C:20][C:21]([CH3:22])([CH3:23])[CH3:24])[cH:31][cH:30][cH:29]1)[CH3:33]. Reactants: COc1ccc(C2=NN(C3CCN(C(=O)c4ccccc4OC(C)=O)CC3)C(=O)C2(C)C)c2c1OC(C)(C)C2, CO, Cl, [K+], [OH-]. The product is COc1ccc(C2=NN(C3CCN(C(=O)c4ccccc4O)CC3)C(=O)C2(C)C)c2c1OC(C)(C)C2. Reaction SMILES: [C:1](=[O:2])([CH3:3])[O:4][c:5]1[c:6]([C:11](=[O:12])[N:13]2[CH2:14][CH2:15][CH:16]([N:19]3[N:20]=[C:21]([c:27]4[cH:28][cH:29][c:30]([O:38][CH3:39])[c:31]5[c:32]4[CH2:33][C:34]([CH3:36])([CH3:37])[O:35]5)[C:22]([CH3:25])([CH3:26])[C:23]3=[O:24])[CH2:17][CH2:18]2)[cH:7][cH:8][cH:9][cH:10]1.[CH3:43][OH:44].[ClH:42].[K+:41].[OH-:40]>>[OH:4][c:5]1[c:6]([C:11](=[O:12])[N:13]2[CH2:14][CH2:15][CH:16]([N:19]3[N:20]=[C:21]([c:27]4[cH:28][cH:29][c:30]([O:38][CH3:39])[c:31]5[c:32]4[CH2:33][C:34]([CH3:36])([CH3:37])[O:35]5)[C:22]([CH3:25])([CH3:26])[C:23]3=[O:24])[CH2:17][CH2:18]2)[cH:7][cH:8][cH:9][cH:10]1.